This data is from the Open Reaction Database (ORD), a public repository of structured organic reaction records. The task is: describe an organic reaction: reactants, conditions, products, and yield Reaction conditions: temperature 50 celsius, time 19.5 hour. RXN SMILES: [C:1]([O:5][C:6]([NH:8][C:9]1[S:13][C:12]([C:14]([O:16]C)=[O:15])=[C:11]([CH3:18])[CH:10]=1)=[O:7])([CH3:4])([CH3:3])[CH3:2].[OH-].[Na+]>CO>[C:1]([O:5][C:6]([NH:8][C:9]1[S:13][C:12]([C:14]([OH:16])=[O:15])=[C:11]([CH3:18])[CH:10]=1)=[O:7])([CH3:4])([CH3:3])[CH3:2] |f:1.2|. The solvent is CO (methanol). Reported procedure: The compound (1.81 g, 6.68 mmol) obtained in Example 30b was dissolved in methanol (27 mL), a 1 N aqueous sodium hydroxide solution (26.7 mL, 26.7 mmol) was added, and the mixture was stirred at 50° C. for 19.5 hours. A 1 N aqueous sodium hydroxide solution (26.7 mL, 26.7 mmol) was added to the reaction mixture, and the mixture was stirred at 50° C. for 24 hours. Methanol was evaporated under reduced pressure, water and ethyl acetate were added to the resulting residue, and the mixture was extra... Isolated yield 71.6%. Product: C(C)(C)(C)OC(=O)NC1=CC(=C(S1)C(=O)O)C (5-[(tert-Butoxycarbonyl)amino]-3-methylthiophene-2-carboxylic acid). Starting materials: [OH-].[Na+] (sodium hydroxide), C(C)(C)(C)OC(=O)NC1=CC(=C(S1)C(=O)OC)C (Methyl 5-[(tert-butoxycarbonyl)amino]-3-methylthiophene-2-carboxylate), [OH-].[Na+] (sodium hydroxide). Starting materials: C(C)(C)(C)OC(NCC(NCC1=C(C=C(C=C1)C(=O)N1C2=C(NC=3N(N=CC3C1)C)C=C(C=C2)Cl)F)=O)=O ({[4-(6-Chloro-3-methyl-4,10-dihydro-3H-2,3,4,9-tetraaza-benzo[f]azulene-9-carbonyl)-2-fluoro-benzylcarbamoyl]-methyl}-carbamic acid tert-butyl ester), Cl.O1CCOCC1 (HCl dioxan). Product: Cl.NCC(=O)NCC1=C(C=C(C=C1)C(=O)N1C2=C(NC=3N(N=CC3C1)C)C=C(C=C2)Cl)F (2-Amino-N-[4-(6-chloro-3-methyl-4,10-dihydro-3H-2,3,4,9-tetraaza-benzo[f]azulene-9-carbonyl)-2-fluoro-benzyl]-acetamide Hydrochloride). Isolated yield 83.0%. RXN SMILES: C(OC(=O)[NH:7][CH2:8][C:9](=[O:37])[NH:10][CH2:11][C:12]1[CH:17]=[CH:16][C:15]([C:18]([N:20]2[CH2:29][C:28]3[CH:27]=[N:26][N:25]([CH3:30])[C:24]=3[NH:23][C:22]3[CH:31]=[C:32]([Cl:35])[CH:33]=[CH:34][C:21]2=3)=[O:19])=[CH:14][C:13]=1[F:36])(C)(C)C.Cl.O1CCOCC1>>[ClH:35].[NH2:7][CH2:8][C:9]([NH:10][CH2:11][C:12]1[CH:17]=[CH:16][C:15]([C:18]([N:20]2[CH2:29][C:28]3[CH:27]=[N:26][N:25]([CH3:30])[C:24]=3[NH:23][C:22]3[CH:31]=[C:32]([Cl:35])[CH:33]=[CH:34][C:21]2=3)=[O:19])=[CH:14][C:13]=1[F:36])=[O:37] |f:1.2,3.4|. Procedure details: {[4-(6-Chloro-3-methyl-4,10-dihydro-3H-2,3,4,9-tetraaza-benzo[f]azulene-9-carbonyl)-2-fluoro-benzylcarbamoyl]-methyl}-carbamic acid tert-butyl ester from Example E113 (120 mg, 0.22 mmol) was reacted with 4N HCl/dioxan using an analogous procedure to that de-scribed for Example E4.2 to yield the title compound (95 mg, 83%). The reactants are FC(C1=C2C=CC(=CC2=CC=C1O[C@@H]1CC[C@@H](CC1)CCCC)[C@]1(NC(OC1)=O)C)(F)F ((R)-4-(5-trifluoromethyl-6-(cis-4-butylcyclohexyloxy)naphthalen-2-yl)-4-methyloxazolidin-2-one), [OH-].[Li+] (lithium hydroxide), C(C)O (ethanol), O (water). Yields the product N[C@](CO)(C)C1=CC2=CC=C(C(=C2C=C1)C(F)(F)F)O[C@@H]1CC[C@@H](CC1)CCCC ((R)-2-amino-2-(6-(cis-4-butylcyclohexyloxy)-5-(trifluoromethyl)naphthalen-2-yl)propan-1-ol). Yield: 99.2%. Reaction SMILES: [F:1][C:2]([F:32])([F:31])[C:3]1[C:12]([O:13][C@H:14]2[CH2:19][CH2:18][C@@H:17]([CH2:20][CH2:21][CH2:22][CH3:23])[CH2:16][CH2:15]2)=[CH:11][CH:10]=[C:9]2[C:4]=1[CH:5]=[CH:6][C:7]([C@:24]1([CH3:30])[CH2:28][O:27]C(=O)[NH:25]1)=[CH:8]2.[OH-].[Li+].C(O)C.O>>[NH2:25][C@@:24]([C:7]1[CH:6]=[CH:5][C:4]2[C:9](=[CH:10][CH:11]=[C:12]([O:13][C@H:14]3[CH2:15][CH2:16][C@@H:17]([CH2:20][CH2:21][CH2:22][CH3:23])[CH2:18][CH2:19]3)[C:3]=2[C:2]([F:31])([F:32])[F:1])[CH:8]=1)([CH3:30])[CH2:28][OH:27] |f:1.2|. Procedure details: The mixture of (R)-4-(5-trifluoromethyl-6-(cis-4-butylcyclohexyloxy)naphthalen-2-yl)-4-methyloxazolidin-2-one (324.6 mg, 0.0007221 mol) and lithium hydroxide (190 mg, 0.0079 mol) in ethanol (10 mL, 0.2 mol) and water (3 mL, 0.1 mol) was heated to reflux for overnight. LCMS showed reaction completed. The solvent was removed under vacuum and the residue was partitioned between water and CH2Cl2. The aqueous layer was extensively extracted with CH2Cl2. And the combined organic phase was dried over N... Reactants: NC1=NC(=CC(=N1)N1C[C@H](CCC1)C(=O)O)C1=CC(=C(C=C1)C#N)F ((3S)-1-[2-amino-6-(4-cyano-3-fluorophenyl)-4-pyrimidinyl]-3-piperidinecarboxylic acid), C(CCl)Cl (EDC), C=1C=CC2=C(C1)N=NN2O (HOBT), ClC=1C=C(N)C=CC1 (3-chloroaniline). Run in CN(C)C=O (DMF), CCOC(=O)C (EtOAc). Reaction conditions: time 4 hour. Yields the product NC1=NC(=CC(=N1)N1C[C@H](CCC1)C(=O)NC1=CC(=CC=C1)Cl)C1=CC(=C(C=C1)C#N)F ((3S)-1-[2-Amino-6-(4-cyano-3-fluorophenyl)-4-pyrimidinyl]-N-(3-chlorophenyl)-3-piperidinecarboxamide). Yield: 97.5%. As a reaction SMILES: [NH2:1][C:2]1[N:7]=[C:6]([N:8]2[CH2:13][CH2:12][CH2:11][C@H:10]([C:14](O)=[O:15])[CH2:9]2)[CH:5]=[C:4]([C:17]2[CH:22]=[CH:21][C:20]([C:23]#[N:24])=[C:19]([F:25])[CH:18]=2)[N:3]=1.C(Cl)CCl.C1C=CC2N(O)N=NC=2C=1.[Cl:40][C:41]1[CH:42]=[C:43]([CH:45]=[CH:46][CH:47]=1)[NH2:44]>CN(C=O)C.CCOC(C)=O>[NH2:1][C:2]1[N:7]=[C:6]([N:8]2[CH2:13][CH2:12][CH2:11][C@H:10]([C:14]([NH:44][C:43]3[CH:45]=[CH:46][CH:47]=[C:41]([Cl:40])[CH:42]=3)=[O:15])[CH2:9]2)[CH:5]=[C:4]([C:17]2[CH:22]=[CH:21][C:20]([C:23]#[N:24])=[C:19]([F:25])[CH:18]=2)[N:3]=1. Procedure: To a solution of (3S)-1-[2-amino-6-(4-cyano-3-fluorophenyl)-4-pyrimidinyl]-3-piperidinecarboxylic acid (150 mg, 0.439 mmol), EDC (118 mg, 0.615 mmol), and HOBT (83 mg, 0.615 mmol) in DMF (3 mL) was added 3-chloroaniline (56 mg, 0.44 mmol), and the mixture was stirred at room temperature for 4 hours. LCMS showed reaction was completed. The reaction was poured onto water, and EtOAc was added to extract the product. The product stayed in the EtOAc layer. The organic solution was concentrated to dry...